This data is from the Open Reaction Database (ORD), a public repository of structured organic reaction records. The task is: describe an organic reaction: reactants, conditions, products, and yield Reactants: C(C)S (ethylmercaptan), [H-].[Na+] (sodium hydride), NC1=NC=C(C(=N1)N)CC1=CC(=CC(=C1)OC)OC (2,4-diamino-5-(3,5-dimethoxybenzyl)pyrimidine). Solvent: CN(C=O)C (dimethylformamide), CN(C=O)C (dimethylformamide), CN(C=O)C (dimethylformamide). Yields the product NC1=NC=C(C(=N1)N)CC1=CC(=CC(=C1)OC)O (α-(2,4-diamino-5-pyrimidyl)-5-methoxy-m-cresol). RXN SMILES: C(S)C.[H-].[Na+].[NH2:6][C:7]1[N:12]=[C:11]([NH2:13])[C:10]([CH2:14][C:15]2[CH:20]=[C:19]([O:21][CH3:22])[CH:18]=[C:17]([O:23]C)[CH:16]=2)=[CH:9][N:8]=1>CN(C)C=O>[NH2:6][C:7]1[N:12]=[C:11]([NH2:13])[C:10]([CH2:14][C:15]2[CH:20]=[C:19]([O:21][CH3:22])[CH:18]=[C:17]([OH:23])[CH:16]=2)=[CH:9][N:8]=1 |f:1.2|. Reported procedure: A solution of 32.2 g. of ethylmercaptan in 310 ml. of dimethylformamide was added dropwise with cooling and nitrogen gasification to a suspension of 25 g. of 50% sodium hydride in 310 ml. of dimethylformamide. The mixture was subsequently treated with a solution of 27 g. of 2,4-diamino-5-(3,5-dimethoxybenzyl)pyrimidine in 310 ml. of dimethylformamide, stirred at 100° C. for 17 hours, cooled down to room temperature and concentrated under a high vacuum. The residue, dissolved in a small amount of... Reactants: C=Cc1cc(C(=O)Nc2nc3c(OC)ccc(C4CCOCC4)c3s2)ccn1, CO, ClCCl, [H][H]. Product: CCc1cc(C(=O)Nc2nc3c(OC)ccc(C4CCOCC4)c3s2)ccn1. RXN SMILES: [CH3:1][O:2][c:3]1[cH:4][cH:5][c:6]([CH:23]2[CH2:24][CH2:25][O:26][CH2:27][CH2:28]2)[c:7]2[c:8]1[n:9][c:10]([NH:12][C:13]([c:14]1[cH:15][c:16]([CH:20]=[CH2:21])[n:17][cH:18][cH:19]1)=[O:22])[s:11]2.[CH3:31][OH:32].[Cl:33][CH2:34][Cl:35].[H:29][H:30]>>[CH3:1][O:2][c:3]1[cH:4][cH:5][c:6]([CH:23]2[CH2:24][CH2:25][O:26][CH2:27][CH2:28]2)[c:7]2[c:8]1[n:9][c:10]([NH:12][C:13]([c:14]1[cH:15][c:16]([CH2:20][CH3:21])[n:17][cH:18][cH:19]1)=[O:22])[s:11]2. RXN SMILES: [C:1]([O:4][CH2:5][C:6]1[CH:7]=[C:8]([C:11]([C:13]2[N:14]([C:24]([O:26][CH2:27][CH3:28])=[O:25])[C:15]3[C:20]([C:21]=2[NH2:22])=[CH:19][CH:18]=[C:17]([Cl:23])[CH:16]=3)=[O:12])[O:9][CH:10]=1)(=[O:3])[CH3:2].[C:29](Cl)(=[O:34])[CH2:30][CH:31]([CH3:33])[CH3:32]>>[C:1]([O:4][CH2:5][C:6]1[CH:7]=[C:8]([C:11]([C:13]2[N:14]([C:24]([O:26][CH2:27][CH3:28])=[O:25])[C:15]3[C:20]([C:21]=2[NH:22][C:29](=[O:34])[CH2:30][CH:31]([CH3:33])[CH3:32])=[CH:19][CH:18]=[C:17]([Cl:23])[CH:16]=3)=[O:12])[O:9][CH:10]=1)(=[O:3])[CH3:2]. Product: C(C)(=O)OCC=1C=C(OC1)C(=O)C=1N(C2=CC(=CC=C2C1NC(CC(C)C)=O)Cl)C(=O)OCC (2-(4-Acetoxymethyl-2-furoyl)-6-chloro-1-ethoxycarbonyl-3-(isovalerylamino)indole). Starting materials: C(C)(=O)OCC=1C=C(OC1)C(=O)C=1N(C2=CC(=CC=C2C1N)Cl)C(=O)OCC (2-(4-Acetoxymethyl-2-furoyl)-3-amino-6-chloro-1-(ethoxycarbonyl)indole), C(CC(C)C)(=O)Cl (isovaleryl chloride). Procedure: The title compound was prepared according to the procedure described in step 1 of Example 2 (Method A) employing 2-(4-acetoxymethyl-2-furoyl)-3-amino-6-chloro-1-(ethoxycarbonyl)indole (step 2) and isovaleryl chloride. The reactants are C1CCOC1, COC(=O)c1ccc(-c2ccccc2C)c(S(C)(=O)=O)c1, CO, [Na+], [OH-]. Yields the product Cc1ccccc1-c1ccc(C(=O)O)cc1S(C)(=O)=O. As a reaction SMILES: [CH2:24]1[O:25][CH2:26][CH2:27][CH2:28]1.[CH3:1][c:2]1[c:3](-[c:8]2[c:9]([S:18](=[O:19])(=[O:20])[CH3:21])[cH:10][c:11]([C:14](=[O:15])[O:16][CH3:17])[cH:12][cH:13]2)[cH:4][cH:5][cH:6][cH:7]1.[CH3:29][OH:30].[Na+:23].[OH-:22]>>[CH3:1][c:2]1[c:3](-[c:8]2[c:9]([S:18](=[O:19])(=[O:20])[CH3:21])[cH:10][c:11]([C:14](=[O:15])[OH:16])[cH:12][cH:13]2)[cH:4][cH:5][cH:6][cH:7]1.